This data is from the Open Reaction Database (ORD), a public repository of structured organic reaction records. The task is: describe an organic reaction: reactants, conditions, products, and yield The reactants are COC=1C(=C2C(=CC=NC2=C(C1)[N+](=O)[O-])C)OCCCCCCCCC1=CC=CC=C1 (6-methoxy-4-methyl-8-nitro-5-(8-phenyloctoxy) quinoline), O (H2O), O(CCCC)CCCC (n-Bu2O). Reagents/catalysts: [Fe] (Fe). Solvent: CC(=O)O (HOAc). The product is NC=1C=C(C(=C2C(=CC=NC12)C)OCCCCCCCCC1=CC=CC=C1)OC (8-amino-6-methoxy-4-methyl-5-(8-phenyloctoxy) quinoline). Yield: 61.1%. RXN SMILES: [CH3:1][O:2][C:3]1[C:4]([O:17][CH2:18][CH2:19][CH2:20][CH2:21][CH2:22][CH2:23][CH2:24][CH2:25][C:26]2[CH:31]=[CH:30][CH:29]=[CH:28][CH:27]=2)=[C:5]2[C:10](=[C:11]([N+:13]([O-])=O)[CH:12]=1)[N:9]=[CH:8][CH:7]=[C:6]2[CH3:16].O.O(CCCC)CCCC>[Fe].CC(O)=O>[NH2:13][C:11]1[CH:12]=[C:3]([O:2][CH3:1])[C:4]([O:17][CH2:18][CH2:19][CH2:20][CH2:21][CH2:22][CH2:23][CH2:24][CH2:25][C:26]2[CH:31]=[CH:30][CH:29]=[CH:28][CH:27]=2)=[C:5]2[C:10]=1[N:9]=[CH:8][CH:7]=[C:6]2[CH3:16]. Procedure details: A stirred mixture of 6-methoxy-4-methyl-8-nitro-5-(8-phenyloctoxy) quinoline (2.1 g, 0.005 mol), degreased 40 mesh Fe filings (5 g), H2O (20 ml), HOAc (4 ml) and n-Bu2O (4 ml) was heated at 80° C. to 1.5 h, cooled and filtered. The solid was thoroughly extracted with Et2O and the filtered extract was dried (Na2SO4), treated with carbon and concentrated to an oil. Trituration with pet ether gave 1.2 g (61%) of 8-amino-6-methoxy-4-methyl-5-(8-phenyloctoxy) quinoline as yellow-green solid, mp 33°-3... The reactants are ClC1=NC=C(C=C1)C(Cl)Cl (2-chloro-5-dichloromethyl-pyridine), C(O)([O-])=O.[Na+] (sodium hydrogencarbonate). Solvent: O (water). Run at time 2 hour. The product is ClC1=NC=C(C=O)C=C1 (6-chloro-nicotinaldehyde). The yield is 95.0%. RXN SMILES: [Cl:1][C:2]1[CH:7]=[CH:6][C:5]([CH:8](Cl)Cl)=[CH:4][N:3]=1.C(=O)([O-])[OH:12].[Na+]>O>[Cl:1][C:2]1[CH:7]=[CH:6][C:5]([CH:8]=[O:12])=[CH:4][N:3]=1 |f:1.2|. Procedure details: A mixture of 7.0 g (0.0356 mol) of 2-chloro-5-dichloromethyl-pyridine and 100 ml of water is heated to reflux. The pH is kept between 4 and 7 by adding a saturated sodium hydrogencarbonate solution dropwise. After 2 hours, the mixture is cooled, extracted using ethyl acetate and the solvent is carefully removed from the organic phase by distillation in a water jet vacuum. 4.6 g (95% of theory) of 6-chloro-nicotinaldehyde of melting point 70° C. are obtained. The reactants are CN(CCN(S(=O)(=O)C1=C(C=CC=C1)[N+](=O)[O-])CCNC1=NC=C(C=C1)[N+](=O)[O-])C ([2-(dimethylamino)ethyl]{2-[(5-nitro(2-pyridyl))amino]ethyl}[(2-nitrophenyl)sulfonyl]amine), OCCN1CCOCC1 (4-(2-hydroxyethyl)morpholine). The product is N1(CCOCC1)CCN(S(=O)(=O)C1=C(C=CC=C1)[N+](=O)[O-])CCNC1=NC=C(C=C1)[N+](=O)[O-] ((2-morpholin-4-ylethyl){2-[(5-nitro(2-pyridyl))amino]ethyl}[(2-nitrophenyl)sulfonyl]amine). As a reaction SMILES: [CH3:1][N:2]([CH3:30])[CH2:3][CH2:4][N:5]([CH2:18][CH2:19][NH:20][C:21]1[CH:26]=[CH:25][C:24]([N+:27]([O-:29])=[O:28])=[CH:23][N:22]=1)[S:6]([C:9]1[CH:14]=[CH:13][CH:12]=[CH:11][C:10]=1[N+:15]([O-:17])=[O:16])(=[O:8])=[O:7].OCCN1C[CH2:38][O:37][CH2:36]C1>>[N:2]1([CH2:3][CH2:4][N:5]([CH2:18][CH2:19][NH:20][C:21]2[CH:26]=[CH:25][C:24]([N+:27]([O-:29])=[O:28])=[CH:23][N:22]=2)[S:6]([C:9]2[CH:14]=[CH:13][CH:12]=[CH:11][C:10]=2[N+:15]([O-:17])=[O:16])(=[O:7])=[O:8])[CH2:30][CH2:38][O:37][CH2:36][CH2:1]1. Procedure: Made using the same procedure as for polymer-bound [2-(dimethylamino)ethyl]{2-[(5-nitro(2-pyridyl))amino]ethyl}[(2-nitrophenyl)sulfonyl]amine except that 4-(2-hydroxyethyl)morpholine (5.1 mL, 42 mmol) was used. Reactants: OC(COC1=CC=C(C=C1)C(C)(C)C1=CC=C(C=C1)OCC(CN(CCO)C1CC(NC(C1)(C)C)(C)C)O)CN(C1CC(NC(C1)(C)C)(C)C)CCO (2,2-bis[4-{2-hydroxy-3-[N-(2-hydroxyethyl)-N-(2,2,6,6-tetramethyl-4-piperidyl)amino]propoxy}phenyl]propane), [H-].[Na+] (sodium hydride), C(C1=CC=CC=C1)Br (benzyl bromide). Run in CN(C=O)C (N,N-dimethylformamide). Reaction conditions: time 2 hour. Yields the product C(C1=CC=CC=C1)OC(COC1=CC=C(C=C1)C(C)(C)C1=CC=C(C=C1)OCC(CN(CCOCC1=CC=CC=C1)C1CC(NC(C1)(C)C)(C)C)OCC1=CC=CC=C1)CN(C1CC(NC(C1)(C)C)(C)C)CCOCC1=CC=CC=C1 (2,2-Bis[4-{2-benzyloxy-3-[N-(2-benzyloxyethyl)-N-(2,2,6,6-tetramethyl-4-piperidyl)amino]propoxy}phenyl]propane). RXN SMILES: [OH:1][CH:2]([CH2:39][N:40]([CH2:51][CH2:52][OH:53])[CH:41]1[CH2:46][C:45]([CH3:48])([CH3:47])[NH:44][C:43]([CH3:50])([CH3:49])[CH2:42]1)[CH2:3][O:4][C:5]1[CH:10]=[CH:9][C:8]([C:11]([C:14]2[CH:19]=[CH:18][C:17]([O:20][CH2:21][CH:22]([OH:38])[CH2:23][N:24]([CH:28]3[CH2:33][C:32]([CH3:35])([CH3:34])[NH:31][C:30]([CH3:37])([CH3:36])[CH2:29]3)[CH2:25][CH2:26][OH:27])=[CH:16][CH:15]=2)([CH3:13])[CH3:12])=[CH:7][CH:6]=1.[H-].[Na+].[CH2:56](Br)[C:57]1[CH:62]=[CH:61][CH:60]=[CH:59][CH:58]=1>CN(C)C=O>[CH2:56]([O:38][CH:22]([CH2:23][N:24]([CH2:25][CH2:26][O:27][CH2:11][C:8]1[CH:9]=[CH:10][CH:5]=[CH:6][CH:7]=1)[CH:28]1[CH2:33][C:32]([CH3:35])([CH3:34])[NH:31][C:30]([CH3:37])([CH3:36])[CH2:29]1)[CH2:21][O:20][C:17]1[CH:18]=[CH:19][C:14]([C:11]([C:8]2[CH:7]=[CH:6][C:5]([O:4][CH2:3][CH:2]([O:1][CH2:56][C:57]3[CH:62]=[CH:61][CH:60]=[CH:59][CH:58]=3)[CH2:39][N:40]([CH:41]3[CH2:42][C:43]([CH3:50])([CH3:49])[NH:44][C:45]([CH3:48])([CH3:47])[CH2:46]3)[CH2:51][CH2:52][O:53][CH2:56][C:57]3[CH:62]=[CH:61][CH:60]=[CH:59][CH:58]=3)=[CH:10][CH:9]=2)([CH3:13])[CH3:12])=[CH:15][CH:16]=1)[C:57]1[CH:62]=[CH:61][CH:60]=[CH:59][CH:58]=1 |f:1.2|. Reported procedure: A mixture of 7.4 g of 2,2-bis[4-{2-hydroxy-3-[N-(2-hydroxyethyl)-N-(2,2,6,6-tetramethyl-4-piperidyl)amino]propoxy}phenyl]propane, obtained as described in Example 17, and 1.44 g of sodium hydride in 150 ml of N,N-dimethylformamide was heated, with stirring, at 70°-80° C. for 2 hours. The reaction mixture was then cooled to ambient temperature and 10.3 g of benzyl bromide were added. The mixture was then heated, with stirring, at 100°-110° C. for 4 hours. At the end of this time, the solvent was ... The reactants are ClC=1C=C(C(=O)Cl)C=CC1Cl (3,4-dichlorobenzoyl chloride), ClC1=C(C=CC=C1)C1=NCC=2N(C3=C1C=C(S3)CC)C(=NN2)CCC(=O)OCC (4-(2-Chlorophenyl)-9-(2-ethoxycarbonylethyl)-2-ethyl-6H-thieno[3,2-f] [1,2,4]triazolo[4,3-a] [1,4]diazepine), Cl (hydrochloric acid), C(O)([O-])=O.[Na+] (sodium hydrogencarbonate). Solvent: C(Cl)(Cl)Cl (Chloroform). Reaction conditions: temperature 40 celsius, time 4 hour. Product: ClC1=C(C(=O)C2=C(SC(=C2)CC)N2C(=NN=C2CCC(=O)OCC)CNC(C2=CC(=C(C=C2)Cl)Cl)=O)C=CC=C1 (ethyl 3-(4-(3-(2-chlorobenzoyl)-5-ethylthiophen-2-yl)-3-(3,4-dichlorobenzoylaminomethyl) [1,2,4]triazol-5-yl)propionate). As a reaction SMILES: [Cl:1][C:2]1[CH:7]=[CH:6][CH:5]=[CH:4][C:3]=1[C:8]1[C:14]2[CH:15]=[C:16]([CH2:18][CH3:19])[S:17][C:13]=2[N:12]2[C:20]([CH2:23][CH2:24][C:25]([O:27][CH2:28][CH3:29])=[O:26])=[N:21][N:22]=[C:11]2[CH2:10][N:9]=1.Cl.C(=O)([O-])[OH:32].[Na+].[Cl:36][C:37]1[CH:38]=[C:39]([CH:43]=[CH:44][C:45]=1[Cl:46])[C:40](Cl)=[O:41]>C(Cl)(Cl)Cl>[Cl:1][C:2]1[CH:7]=[CH:6][CH:5]=[CH:4][C:3]=1[C:8]([C:14]1[CH:15]=[C:16]([CH2:18][CH3:19])[S:17][C:13]=1[N:12]1[C:20]([CH2:23][CH2:24][C:25]([O:27][CH2:28][CH3:29])=[O:26])=[N:21][N:22]=[C:11]1[CH2:10][NH:9][C:40](=[O:41])[C:39]1[CH:43]=[CH:44][C:45]([Cl:46])=[C:37]([Cl:36])[CH:38]=1)=[O:32] |f:2.3|. Reported procedure: 4-(2-Chlorophenyl)-9-(2-ethoxycarbonylethyl)-2-ethyl-6H-thieno[3,2-f] [1,2,4]triazolo[4,3-a] [1,4]diazepine (3.3 g) was added to 5% hydrochloric acid (35 ml), and the mixture was stirred at 40° C. for 4 hours. Then, sodium hydrogencarbonate was added to the reaction mixture to make the mixture alkaline. Chloroform (50 ml) and 3,4-dichlorobenzoyl chloride (1.61 g) were added under ice-cooling, and the mixture was allowed to stand overnight. Then, the organic layer was taken out, washed with an aq... The reactants are 174a, BrC1=CC(=NC=C1)N1CCC(CC1)N(C)C (1-(4-bromopyridin-2-yl)-N,N-dimethylpiperidin-4-amine), B1(OC(C(O1)(C)C)(C)C)B2OC(C(O2)(C)C)(C)C (bis(pinacolato)diboron), C(C)(=O)[O-].[K+] (potassium acetate). Run in O1CCOCC1 (dioxane). Product: CN(C1CCN(CC1)C1=NC=CC(=C1)B(O)O)C ((2-(4-(Dimethylamino)piperidin-1-yl)pyridin-4-yl)boronic acid). The yield is 125.9%. RXN SMILES: Br[C:2]1[CH:7]=[CH:6][N:5]=[C:4]([N:8]2[CH2:13][CH2:12][CH:11]([N:14]([CH3:16])[CH3:15])[CH2:10][CH2:9]2)[CH:3]=1.[B:17]1(B2OC(C)(C)C(C)(C)O2)[O:21]C(C)(C)C(C)(C)[O:18]1.C([O-])(=O)C.[K+]>O1CCOCC1>[CH3:15][N:14]([CH3:16])[CH:11]1[CH2:12][CH2:13][N:8]([C:4]2[CH:3]=[C:2]([B:17]([OH:21])[OH:18])[CH:7]=[CH:6][N:5]=2)[CH2:9][CH2:10]1 |f:2.3|. Procedure: In a Schlenck vessel 1-(4-bromopyridin-2-yl)-N,N-dimethylpiperidin-4-amine (1.55 g, 5.45 mmol) was treated with bis(pinacolato)diboron (1.65 g, 6.50 mmol), potassium acetate (1.6 g, 16.3 mmol), bis(diphenylphosphino)ferrocene-palladium(II)dichloride dichloromethane complex (0.22 mg, 0.24 mmol) and dioxane (20 ml) as a solvent according to the method described in Preparation 174a to give 1.71 g (85% yield) of the title compound that was used in the next synthetic step without further purification... Procedure details: This aldehyde may be converted to the title compound by reaction with N-(Benzyloxycarbonyl)-α-phosphonoglycine trimethyl ester, followed by catalytic reduction and hydrolysis by the procedures described in Example 4. RXN SMILES: [CH3:1][C:2]([CH3:9])([CH:6]([CH3:8])[CH3:7])[CH2:3][CH:4]=O.C[O:11][C:12]([CH:14](P(OC)(OC)=O)[NH:15][C:16]([O:18][CH2:19][C:20]1[CH:25]=[CH:24][CH:23]=[CH:22][CH:21]=1)=[O:17])=[O:13]>>[CH2:19]([O:18][C:16]([NH:15][CH:14]([CH2:4][CH2:3][C:2]([CH3:9])([CH3:1])[CH:6]([CH3:8])[CH3:7])[C:12]([OH:13])=[O:11])=[O:17])[C:20]1[CH:21]=[CH:22][CH:23]=[CH:24][CH:25]=1. Reactants: CC(CC=O)(C(C)C)C (3,3,4-trimethylpentanal), COC(=O)C(NC(=O)OCC1=CC=CC=C1)P(=O)(OC)OC (N-(Benzyloxycarbonyl)-α-phosphonoglycine trimethyl ester). Product: C(C1=CC=CC=C1)OC(=O)NC(C(=O)O)CCC(C(C)C)(C)C (2-Benzyloxycarbonylamino-5,5,6-trimethyl-heptanoic Acid). Yields the product COc1ccc(N)cc1OC1CCCC1. Reaction SMILES: [CH3:18][CH2:19][OH:20].[CH:1]1([O:6][c:7]2[c:8]([O:16][CH3:17])[cH:9][cH:10][c:11]([N+:13]([O-:14])=[O:15])[cH:12]2)[CH2:2][CH2:3][CH2:4][CH2:5]1>>[CH:1]1([O:6][c:7]2[c:8]([O:16][CH3:17])[cH:9][cH:10][c:11]([NH2:13])[cH:12]2)[CH2:2][CH2:3][CH2:4][CH2:5]1. The reactants are CCO, COc1ccc([N+](=O)[O-])cc1OC1CCCC1. Yields the product Fc1cccc(-n2nnc(-c3ccccn3)n2)c1. The reactants are Clc1cccc(-n2nnc(-c3ccccn3)n2)c1, Fc1cccc(Nc2ccccc2)c1, O=Cc1ccccn1. Reaction SMILES: [Cl:1][c:2]1[cH:3][c:4](-[n:8]2[n:9][c:10](-[c:13]3[n:14][cH:15][cH:16][cH:17][cH:18]3)[n:11][n:12]2)[cH:5][cH:6][cH:7]1.[F:19][c:20]1[cH:21][c:22]([NH:23][c:24]2[cH:25][cH:26][cH:27][cH:28][cH:29]2)[cH:30][cH:31][cH:32]1.[n:33]1[cH:34][cH:35][cH:36][cH:37][c:38]1[CH:39]=[O:40]>>[c:2]1([F:19])[cH:3][c:4](-[n:8]2[n:9][c:10](-[c:13]3[n:14][cH:15][cH:16][cH:17][cH:18]3)[n:11][n:12]2)[cH:5][cH:6][cH:7]1. The reactants are BrC1(C(N(C2=CC=CC(=C12)F)CC(=O)N)=O)Br (2-(3,3-dibromo-4-fluoro-2-oxo-2,3-dihydro-1H-indol-1-yl)acetamide). Reagents/catalysts: [Zn] (Zinc). Run in CC(=O)O (AcOH). Conditions: time 1 hour. Product: FC1=C2CC(N(C2=CC=C1)CC(=O)N)=O (2-(4-fluoro-2-oxo-2,3-dihydro-1H-indol-1-yl)acetamide). As a reaction SMILES: Br[C:2]1(Br)[C:10]2[C:5](=[CH:6][CH:7]=[CH:8][C:9]=2[F:11])[N:4]([CH2:12][C:13]([NH2:15])=[O:14])[C:3]1=[O:16]>CC(O)=O.[Zn]>[F:11][C:9]1[CH:8]=[CH:7][CH:6]=[C:5]2[C:10]=1[CH2:2][C:3](=[O:16])[N:4]2[CH2:12][C:13]([NH2:15])=[O:14]. Reported procedure: Zinc dust (4.46 g, 0.068 mol) is added to a stirred solution of the crude 2-(3,3-dibromo-4-fluoro-2-oxo-2,3-dihydro-1H-indol-1-yl)acetamide 3 (theorical: 6.32 mmol) in AcOH (20 ml) at 0° C. After 1 hour, the reaction mixture is filtered through a Celite pad. The filtrate is diluted with AcOEt and cold water. The pH is adjusted to 7 and the layers are separated. The aqueous phase is extracted again with AcOEt. Organic layers are dried over Na2SO4 and concentrated. Several attempts to cristallize ...